The task is: describe an organic reaction: reactants, conditions, products, and yield. This data is from the Open Reaction Database (ORD), a public repository of structured organic reaction records. The reactants are O (water), [H-].[Na+] (Sodium hydride), C12C(NC(C2C1)=O)=O (3-azabicyclo[3.1.0]hexane-2,4-dione), ClCCCC(CCCC)I (1-chloro-4-iodooctane). Solvent: CN(C=O)C (dimethylformamide). Reaction conditions: time 48 hour. The product is ClCCCCN1C(C2CC2C1=O)=O (3-(4-chlorobut-1-yl)-3-azabicyclo[3.1.0]hexane-2,4-dione). As a reaction SMILES: [H-].[Na+].[CH:3]12[CH2:8][CH:7]1[C:6](=[O:9])[NH:5][C:4]2=[O:10].[Cl:11][CH2:12][CH2:13][CH2:14][CH:15](I)CCCC.O>CN(C)C=O>[Cl:11][CH2:12][CH2:13][CH2:14][CH2:15][N:5]1[C:6](=[O:9])[CH:7]2[CH:3]([CH2:8]2)[C:4]1=[O:10] |f:0.1|. Procedure details: Sodium hydride (0.11 g, 60% dispersion in oil) was added to a stirred solution of 3-azabicyclo[3.1.0]hexane-2,4-dione (0.5 g) and 1-chloro-4-iodooctane (0.98 g) in dry dimethylformamide (50 ml) under a nitrogen atmosphere at room temperature. The resulting mixture was stirred for 48 hours and water (50 ml) was then added dropwise. The aqueous mixture was extracted with dichloromethane (2×200 ml) and the combined organic extracts were then washed with water (2×400 ml), dried (MgSO4) and evaporate... The reactants are COc1cc(CBr)cc2c(Br)ccc(OC(C)C)c12, ClCCl. Product: COc1cc(C)cc2c(Br)ccc(OC(C)C)c12. As a reaction SMILES: [Br:1][c:2]1[cH:3][cH:4][c:5]([O:16][CH:17]([CH3:18])[CH3:19])[c:6]2[c:7]([O:14][CH3:15])[cH:8][c:9]([CH2:12][Br:13])[cH:10][c:11]12.[Cl:20][CH2:21][Cl:22]>>[Br:1][c:2]1[cH:3][cH:4][c:5]([O:16][CH:17]([CH3:18])[CH3:19])[c:6]2[c:7]([O:14][CH3:15])[cH:8][c:9]([CH3:12])[cH:10][c:11]12. Reactants: C(#CC(=O)OCC)C(=O)OCC (diethyl acetylenedicarboxylate), COC1=C(C#N)C(=CC=C1)OC (2,6-dimethoxy-benzonitrile), Cl.CNO (N-methylhydroxylamine hydrochloride), C([O-])([O-])=O.[Na+].[Na+] (sodium carbonate). Reported procedure: To a stirred suspension of 2,6-dimethoxy-benzonitrile (0.82 g, 5 mmol) and N-methylhydroxylamine hydrochloride (1.66 g, 20 mmol) in 1:1 water/ethanol (20 mL) was added sodium carbonate (1.05 g, 10 mmol) in small portions and the resulting mixture stirred at 80° C. for 24 h. The reaction mixture was concentrated and the residue was re-dissolved into 1:1 water:ethanol (25 mL). To this solution was added diethyl acetylenedicarboxylate (0.96 mL, 6 mmol) and the resulting mixture stirred for 30 min a... The product is C(C)OC(=O)C1(N=C(N(O1)C)C1=C(C=CC=C1OC)OC)CC(=O)OCC (3-(2,6-Dimethoxy-phenyl)-5-ethoxycarbonylmethyl-2-methyl-2,5-dihydro-[1,2,4]oxadiazole-5-carboxylic acid ethyl ester). The solvent is C(C)(=O)OCC (ethyl acetate), O.C(C)O (water ethanol). Reaction SMILES: [CH3:1][O:2][C:3]1[CH:10]=[CH:9][CH:8]=[C:7]([O:11][CH3:12])[C:4]=1[C:5]#[N:6].Cl.[CH3:14][NH:15][OH:16].C(=O)([O-])[O-].[Na+].[Na+].[C:23]([C:30]([O:32][CH2:33][CH3:34])=[O:31])#[C:24][C:25]([O:27][CH2:28][CH3:29])=[O:26]>C(OCC)(=O)C.O.C(O)C>[CH2:33]([O:32][C:30]([C:23]1([CH2:24][C:25]([O:27][CH2:28][CH3:29])=[O:26])[O:16][N:15]([CH3:14])[C:5]([C:4]2[C:7]([O:11][CH3:12])=[CH:8][CH:9]=[CH:10][C:3]=2[O:2][CH3:1])=[N:6]1)=[O:31])[CH3:34] |f:1.2,3.4.5,8.9|. Run at temperature 80 celsius, time 24 hour. The yield is 83.0%.